Dataset: the Open Reaction Database (ORD), a public repository of structured organic reaction records. Task: describe an organic reaction: reactants, conditions, products, and yield Starting materials: solution, C(CCC)[Li] (n-butyllithium), CI (methyl iodide), C(C1=CC=CC=C1)OCCC1=CC2=C(OCO2)C=C1Br (5-(2-benzyloxyethyl)-6-bromo-1,3-benzodioxole), CO (Methanol). Solvent: CCCCCC (hexane), CCOCC (ether), O (water). Run at temperature -78 celsius, time 2 hour. The product is C(C1=CC=CC=C1)OCCC1=CC2=C(OCO2)C=C1C (5-(2-Benzyloxyethyl)-6-methyl-1,3-benzodioxole). As a reaction SMILES: [CH2:1]([O:8][CH2:9][CH2:10][C:11]1[C:19](Br)=[CH:18][C:14]2[O:15][CH2:16][O:17][C:13]=2[CH:12]=1)[C:2]1[CH:7]=[CH:6][CH:5]=[CH:4][CH:3]=1.[CH2:21]([Li])CCC.CI.CO>CCOCC.CCCCCC.O>[CH2:1]([O:8][CH2:9][CH2:10][C:11]1[C:19]([CH3:21])=[CH:18][C:14]2[O:15][CH2:16][O:17][C:13]=2[CH:12]=1)[C:2]1[CH:7]=[CH:6][CH:5]=[CH:4][CH:3]=1. Procedure details: 3.0 g of 5-(2-benzyloxyethyl)-6-bromo-1,3-benzodioxole was dissolved in 100 m(of anhydrous ether. 8.5 ml of a 1.6 M solution of n-butyllithium in hexane was added to the solution at -78° C. and the reaction was conducted at -50° C. for 2 h. The reaction mixture was cooled again to -78° C. 6.4 g of methyl iodide was added thereto and the temperature was gradually elevated to room temperature. Methanol and water were added to the reaction mixture. After extraction with ethyl acetate, the extract w... Reactants: C, COc1ccc(C2(C#N)CCN(C(C)(C)C(=O)OCc3ccccc3)CC2)cc1OC1CCCC1, CO, C1CCOC1, [Pd]. RXN SMILES: [C:43].[CH2:1]([c:2]1[cH:3][cH:4][cH:5][cH:6][cH:7]1)[O:8][C:9]([C:10]([CH3:11])([CH3:12])[N:13]1[CH2:14][CH2:15][C:16]([C:19]#[N:20])([c:21]2[cH:22][c:23]([O:29][CH:30]3[CH2:31][CH2:32][CH2:33][CH2:34]3)[c:24]([O:27][CH3:28])[cH:25][cH:26]2)[CH2:17][CH2:18]1)=[O:35].[CH3:36][OH:37].[O:38]1[CH2:39][CH2:40][CH2:41][CH2:42]1.[Pd:44]>>[O:8]=[C:9]([C:10]([CH3:11])([CH3:12])[N:13]1[CH2:14][CH2:15][C:16]([C:19]#[N:20])([c:21]2[cH:22][c:23]([O:29][CH:30]3[CH2:31][CH2:32][CH2:33][CH2:34]3)[c:24]([O:27][CH3:28])[cH:25][cH:26]2)[CH2:17][CH2:18]1)[OH:35]. The product is COc1ccc(C2(C#N)CCN(C(C)(C)C(=O)O)CC2)cc1OC1CCCC1.